Dataset: the Open Reaction Database (ORD), a public repository of structured organic reaction records. Task: describe an organic reaction: reactants, conditions, products, and yield Reactants: FC1=C(CCN2CCC(CC2)N2CCC3=CC=C(C=C23)C=O)C=CC=C1 (1-[1-(2-fluorophenethyl)piperidin-4-yl]-6-formylindoline), resultant mixture. The reagents and catalysts are [O-2].[O-2].[Mn+4] (manganese dioxide), [O-2].[O-2].[Mn+4] (manganese dioxide). Run in C(Cl)(Cl)Cl (chloroform). Yields the product FC1=C(CCN2CCC(CC2)N2C=CC3=CC=C(C=C23)C=O)C=CC=C1 (1-[1-(2-Fluorophenethyl)piperidin-4-yl]-6-formylindole). Isolated yield 78.0%. Reaction SMILES: [F:1][C:2]1[CH:26]=[CH:25][CH:24]=[CH:23][C:3]=1[CH2:4][CH2:5][N:6]1[CH2:11][CH2:10][CH:9]([N:12]2[C:20]3[C:15](=[CH:16][CH:17]=[C:18]([CH:21]=[O:22])[CH:19]=3)[CH2:14][CH2:13]2)[CH2:8][CH2:7]1>C(Cl)(Cl)Cl.[O-2].[O-2].[Mn+4]>[F:1][C:2]1[CH:26]=[CH:25][CH:24]=[CH:23][C:3]=1[CH2:4][CH2:5][N:6]1[CH2:7][CH2:8][CH:9]([N:12]2[C:20]3[C:15](=[CH:16][CH:17]=[C:18]([CH:21]=[O:22])[CH:19]=3)[CH:14]=[CH:13]2)[CH2:10][CH2:11]1 |f:2.3.4|. Procedure details: A suspension of 1-[1-(2-fluorophenethyl)piperidin-4-yl]-6-formylindoline (2.50 g) obtained in Example 348-3) and activated manganese dioxide (5.0 g) in chloroform (100 ml) was heated under reflux for 4 hr under vigorous stirring. Further, activated manganese dioxide (5.0 g×1, 2.5 g×2) was added to the reaction mixture at 1 hr intervals and the resultant mixture was reacted for additional 2 hr. The reaction solution was filtered through celite and the residue was washed with chloroform. The filtr... Starting materials: BrC1=NC(=CC(=C1)S(=O)(=O)C1=CC=C(C=C1)N)N1CCCC1 (4-(2-bromo-6-pyrrolidine-1-yl-pyridine-4-sulfonyl)-phenylamine), COC1=CC=C(C=C1)B(O)O (4-methoxyphenylboronic acid). Reagents/catalysts: C1=CC=C(C=C1)P(C2=CC=CC=C2)C3=CC=CC=C3.C1=CC=C(C=C1)P(C2=CC=CC=C2)C3=CC=CC=C3.Cl[Pd]Cl (bis(triphenylphosphine)-palladium(II)-chloride). The solvent is C([O-])([O-])=O.[K+].[K+] (potassium carbonate), C1(=CC=CC=C1)C (toluene). Product: COC1=CC=C(C=C1)C1=NC(=CC(=C1)S(=O)(=O)C1=CC=C(C=C1)N)N1CCCC1 (4-[2-(4-methoxy-phenyl)-6-pyrrolidine-1-yl-pyridine-4-sulfonyl]-phenylamine). Yield: 70.8%. As a reaction SMILES: Br[C:2]1[CH:7]=[C:6]([S:8]([C:11]2[CH:16]=[CH:15][C:14]([NH2:17])=[CH:13][CH:12]=2)(=[O:10])=[O:9])[CH:5]=[C:4]([N:18]2[CH2:22][CH2:21][CH2:20][CH2:19]2)[N:3]=1.[CH3:23][O:24][C:25]1[CH:30]=[CH:29][C:28](B(O)O)=[CH:27][CH:26]=1>C1(C)C=CC=CC=1.C(=O)([O-])[O-].[K+].[K+].C1C=CC(P(C2C=CC=CC=2)C2C=CC=CC=2)=CC=1.C1C=CC(P(C2C=CC=CC=2)C2C=CC=CC=2)=CC=1.Cl[Pd]Cl>[CH3:23][O:24][C:25]1[CH:30]=[CH:29][C:28]([C:2]2[CH:7]=[C:6]([S:8]([C:11]3[CH:16]=[CH:15][C:14]([NH2:17])=[CH:13][CH:12]=3)(=[O:10])=[O:9])[CH:5]=[C:4]([N:18]3[CH2:22][CH2:21][CH2:20][CH2:19]3)[N:3]=2)=[CH:27][CH:26]=1 |f:3.4.5,6.7.8|. Procedure: A mixture of 191 mg (0.5 mmole) 4-(2-bromo-6-pyrrolidine-1-yl-pyridine-4-sulfonyl)-phenylamine, 77 mg (0.55 mmole) 4-methoxyphenylboronic acid, 18 mg bis(triphenylphosphine)-palladium(II)-chloride is refluxed for 2 hours in 7 ml toluene and 2 ml 2N aqueous potassium carbonate. The solvents are removed in vacuo. Flash chromatography (Silicagel, ethyl acetate/hexane 1/1) of the residue yields 145 mg (70%) pure 4-[2-(4-methoxy-phenyl)-6-pyrrolidine-1-yl-pyridine-4-sulfonyl]-phenylamine as a pale ye... The reactants are O (water), CC1=C(N)C=CC=C1 (2-methylaniline), BrCC1=C(C(=CC=C1)C)B1OC(C(O1)(C)C)(C)C (2-[2-(bromomethyl)-6-methylphenyl]-4,4,5,5-tetramethyl-1,3,2-dioxaborolane), C(=O)([O-])[O-].[K+].[K+] (K2CO3). Run in CN(C)C=O (DMF). Run at temperature 80 celsius, time 12 hour. The product is CC1=C(NCC2=C(C(=CC=C2)C)B2OC(C(O2)(C)C)(C)C)C=CC=C1 (2-Methyl-N-[3-methyl-2-(4,4,5,5-tetramethyl-1,3,2-dioxaborolan-2-yl)benzyl]aniline). As a reaction SMILES: [CH3:1][C:2]1[CH:8]=[CH:7][CH:6]=[CH:5][C:3]=1[NH2:4].Br[CH2:10][C:11]1[CH:16]=[CH:15][CH:14]=[C:13]([CH3:17])[C:12]=1[B:18]1[O:22][C:21]([CH3:24])([CH3:23])[C:20]([CH3:26])([CH3:25])[O:19]1.C([O-])([O-])=O.[K+].[K+].O>CN(C=O)C>[CH3:1][C:2]1[CH:8]=[CH:7][CH:6]=[CH:5][C:3]=1[NH:4][CH2:10][C:11]1[CH:16]=[CH:15][CH:14]=[C:13]([CH3:17])[C:12]=1[B:18]1[O:19][C:20]([CH3:26])([CH3:25])[C:21]([CH3:24])([CH3:23])[O:22]1 |f:2.3.4|. Procedure: A mixture of 2.09 g (19.5 mmol) of 2-methylaniline, 4.00 g (13.0 mmol) of 2-[2-(bromomethyl)-6-methylphenyl]-4,4,5,5-tetramethyl-1,3,2-dioxaborolane, and 1.97 g (14.3 mmol) of K2CO3 in 75 ml of DMF was stirred for 12 h at the 80° C. The resulting mixture was poured into 300 ml of water. The product was extracted with 3×50 ml of ethyl acetate. The combined extract was dried over Na2SO4 and then evaporated to dryness. An excess of 2-methylaniline was distilled off using Kugelrohr apparatus. The re... Reactants: CCO, [Cl-], Cc1cc(Cl)c([N+](=O)[O-])cc1NS(C)(=O)=O, [NH4+], O, [Zn]. The product is Cc1cc(Cl)c(N)cc1NS(C)(=O)=O. As a reaction SMILES: [CH3:19][CH2:20][OH:21].[Cl-:17].[Cl:1][c:2]1[cH:3][c:4]([CH3:16])[c:5]([NH:11][S:12](=[O:13])(=[O:14])[CH3:15])[cH:6][c:7]1[N+:8]([O-:9])=[O:10].[NH4+:18].[OH2:22].[Zn:23]>>[Cl:1][c:2]1[cH:3][c:4]([CH3:16])[c:5]([NH:11][S:12](=[O:13])(=[O:14])[CH3:15])[cH:6][c:7]1[NH2:8]. Starting materials: CC(C)(C)OC(=O)N1CC(NS(=O)(=O)c2ccccc2)CC1CO, CCCCCC, CCOC(C)=O, ClCCl, O=[Cr](=O)=O, c1ccncc1. The product is CC(C)(C)OC(=O)N1CC(NS(=O)(=O)c2ccccc2)CC1C=O. RXN SMILES: [C:11]([CH3:12])([CH3:13])([CH3:14])[O:15][C:16](=[O:17])[N:18]1[CH:19]([CH2:33][OH:34])[CH2:20][CH:21]([NH:23][S:24](=[O:25])(=[O:26])[c:27]2[cH:28][cH:29][cH:30][cH:31][cH:32]2)[CH2:22]1.[CH3:38][CH2:39][CH2:40][CH2:41][CH2:42][CH3:43].[CH3:44][CH2:45][O:46][C:47](=[O:48])[CH3:49].[Cl:35][CH2:36][Cl:37].[O:7]=[Cr:8](=[O:9])=[O:10].[cH:1]1[cH:2][cH:3][n:4][cH:5][cH:6]1>>[C:11]([CH3:12])([CH3:13])([CH3:14])[O:15][C:16](=[O:17])[N:18]1[CH:19]([CH:33]=[O:34])[CH2:20][CH:21]([NH:23][S:24](=[O:25])(=[O:26])[c:27]2[cH:28][cH:29][cH:30][cH:31][cH:32]2)[CH2:22]1. The reactants are C([O-])([O-])=O.[Na+].[Na+] (sodium carbonate), CC(CC)C1=CC=C(C=C1)B(O)O (4-(1-methylpropyl)phenylboronic acid), BrC=1C(=NC=CC1)N (3-bromopyridin-2-amine). The reagents and catalysts are C=1C=CC(=CC1)[P](C=2C=CC=CC2)(C=3C=CC=CC3)[Pd]([P](C=4C=CC=CC4)(C=5C=CC=CC5)C=6C=CC=CC6)([P](C=7C=CC=CC7)(C=8C=CC=CC8)C=9C=CC=CC9)[P](C=1C=CC=CC1)(C=1C=CC=CC1)C=1C=CC=CC1 (tetrakis(triphenylphosphine)palladium(0)). Run in O (water), COCCOC (1,2-dimethoxyethane), O (water). Run at temperature 80 celsius, time 8 hour. Product: CC(CC)C1=CC=C(C=C1)C=1C(=NC=CC1)N (3-[4-(1-methylpropyl)phenyl]pyridin-2-amine). The yield is 89.2%. Reaction SMILES: C(=O)([O-])[O-].[Na+].[Na+].[CH3:7][CH:8]([C:11]1[CH:16]=[CH:15][C:14](B(O)O)=[CH:13][CH:12]=1)[CH2:9][CH3:10].Br[C:21]1[C:22]([NH2:27])=[N:23][CH:24]=[CH:25][CH:26]=1>COCCOC.O.C1C=CC([P]([Pd]([P](C2C=CC=CC=2)(C2C=CC=CC=2)C2C=CC=CC=2)([P](C2C=CC=CC=2)(C2C=CC=CC=2)C2C=CC=CC=2)[P](C2C=CC=CC=2)(C2C=CC=CC=2)C2C=CC=CC=2)(C2C=CC=CC=2)C2C=CC=CC=2)=CC=1>[CH3:7][CH:8]([C:11]1[CH:16]=[CH:15][C:14]([C:21]2[C:22]([NH2:27])=[N:23][CH:24]=[CH:25][CH:26]=2)=[CH:13][CH:12]=1)[CH2:9][CH3:10] |f:0.1.2,^1:38,40,59,78|. Procedure details: A mixture of sodium carbonate (412 mg), tetrakis(triphenylphosphine)palladium(0) (112 mg), 4-(1-methylpropyl)phenylboronic acid (450 mg) and 3-bromopyridin-2-amine (336 mg) in 1,2-dimethoxyethane (15 mL) and water (3 mL) was stirred under a nitrogen atmosphere at 80° C. overnight. The reaction mixture was added to water, and the mixture was extracted with ethyl acetate. The organic layer was washed with saturated brine, dried over anhydrous magnesium sulfate, and concentrated under reduced press...